Dataset: the Open Reaction Database (ORD), a public repository of structured organic reaction records. Task: describe an organic reaction: reactants, conditions, products, and yield Starting materials: COC(C)(C)C, CC(C)(C)OC(=O)NC(Cc1ccccc1)C(O)C(=O)NC1CC1, ClCCl, Cl. Yields the product NC(Cc1ccccc1)C(O)C(=O)NC1CC1, Cl. As a reaction SMILES: [CH3:26][O:27][C:28]([CH3:29])([CH3:30])[CH3:31].[CH:2]1([NH:5][C:6]([CH:7]([CH:8]([CH2:9][c:10]2[cH:11][cH:12][cH:13][cH:14][cH:15]2)[NH:16][C:17](=[O:18])[O:19][C:20]([CH3:21])([CH3:22])[CH3:23])[OH:24])=[O:25])[CH2:3][CH2:4]1.[Cl:32][CH2:33][Cl:34].[ClH:1]>>[CH:2]1([NH:5][C:6]([CH:7]([CH:8]([CH2:9][c:10]2[cH:11][cH:12][cH:13][cH:14][cH:15]2)[NH2:16])[OH:24])=[O:25])[CH2:3][CH2:4]1.[ClH:1].